Dataset: the Open Reaction Database (ORD), a public repository of structured organic reaction records. Task: describe an organic reaction: reactants, conditions, products, and yield RXN SMILES: [CH3:8][O-:9].[Cl:1][CH:2]([C:3](=[O:4])[O:5][CH3:6])[Cl:7].[ClH:23].[F:11][c:12]1[cH:13][c:14]([C:20]([CH3:21])=[O:22])[cH:15][cH:16][c:17]1[O:18][CH3:19].[Na+:10]>>[Cl:1][CH:2]([C:3](=[O:4])[CH2:21][C:20]([c:14]1[cH:13][c:12]([F:11])[c:17]([O:18][CH3:19])[cH:16][cH:15]1)=[O:22])[Cl:7]. Product: COc1ccc(C(=O)CC(=O)C(Cl)Cl)cc1F. Reactants: C[O-], COC(=O)C(Cl)Cl, Cl, COc1ccc(C(C)=O)cc1F, [Na+]. Reactants: SCCC(=O)O (3-mercaptopropionic acid), ClC=CCCOC1=CC(=CC=C1)C(CCCCC)O (1-chloro-4-[3-(1-hydroxyhexyl)-phenoxy]-but-1-ene), CO (methanol), CO (methanol), C[O-].[Na+] (sodium methylate). The solvent is C(C)OCC (diethyl ether). Conditions: time 3 hour. The product is OC(CCCCC)C=1C=C(OCC=CCSCCC(=O)O)C=CC1 (S-[4-(3-{1-Hydroxyhexyl}-phenoxy)-but-2-enyl]-3-mercaptopropionic acid). Reaction SMILES: [SH:1][CH2:2][CH2:3][C:4]([OH:6])=[O:5].CO.C[O-].[Na+].Cl[CH:13]=[CH:14][CH2:15][CH2:16][O:17][C:18]1[CH:23]=[CH:22][CH:21]=[C:20]([CH:24]([OH:30])[CH2:25][CH2:26][CH2:27][CH2:28][CH3:29])[CH:19]=1>C(OCC)C>[OH:30][CH:24]([C:20]1[CH:19]=[C:18]([CH:23]=[CH:22][CH:21]=1)[O:17][CH2:16][CH:15]=[CH:14][CH2:13][S:1][CH2:2][CH2:3][C:4]([OH:6])=[O:5])[CH2:25][CH2:26][CH2:27][CH2:28][CH3:29] |f:2.3|. Procedure details: 9.15 ml. (0.105 mole) 3-mercaptopropionic acid are dissolved in 70 ml. methanol and stirred with 315 ml. 1M sodium methylate solution for 10 minutes at ambient temperature under an atmosphere of nitrogen. Subsequently, 19.79 g. (0.07 mole) 1-chloro-4-[3-(1-hydroxyhexyl)-phenoxy]-but-1-ene in 70 ml. methanol are added dropwise thereto in the course of 15 minutes. The reaction mixture is further stirred for 3 hours at ambient temperature and the solvent is then stripped off. The residue is taken u...